describe an organic reaction: reactants, conditions, products, and yield From a dataset of the Open Reaction Database (ORD), a public repository of structured organic reaction records. Reactants: BrC1=C2C[C@@H](N([C@H](C2=CC=C1)C)C(CC1=C(C=CC=C1F)Cl)=O)CO[Si](C)(C)C(C)(C)C (1-((1S,3R)-5-bromo-3-(((tert-butyldimethylsilyl)oxy)methyl)-1-methyl-3,4-dihydroisoquinolin-2(1H)-yl)-2-(2-chloro-6-fluorophenyl)ethan-1-one), C(CCC)OB(OCCCC)C=C (vinylboronic acid dibutyl ester), C(=O)([O-])[O-].[Na+].[Na+] (Na2CO3). The reagents and catalysts are Cl[Pd]([P](C1=CC=CC=C1)(C2=CC=CC=C2)C3=CC=CC=C3)([P](C4=CC=CC=C4)(C5=CC=CC=C5)C6=CC=CC=C6)Cl (bis(triphenylphosphine)palladium(II) chloride). Solvent: hexanes, O1CCOCC1 (1,4-dioxane). Reaction conditions: temperature 80 celsius, time 2 hour. The product is [Si](C)(C)(C(C)(C)C)OC[C@@H]1N([C@H](C2=CC=CC(=C2C1)C=C)C)C(CC1=C(C=CC=C1F)Cl)=O (1-((1S,3R)-3-(((tert-butyldimethylsilyl)oxy)methyl)-1-methyl-5-vinyl-3,4-dihydroisoquinolin-2(1H)-yl)-2-(2-chloro-6-fluorophenyl)ethan-1-one). Isolated yield 94.6%. RXN SMILES: Br[C:2]1[CH:11]=[CH:10][CH:9]=[C:8]2[C:3]=1[CH2:4][C@H:5]([CH2:24][O:25][Si:26]([C:29]([CH3:32])([CH3:31])[CH3:30])([CH3:28])[CH3:27])[N:6]([C:13](=[O:23])[CH2:14][C:15]1[C:20]([F:21])=[CH:19][CH:18]=[CH:17][C:16]=1[Cl:22])[C@H:7]2[CH3:12].[CH2:33](OB(C=C)OCCCC)[CH2:34]CC.C([O-])([O-])=O.[Na+].[Na+]>O1CCOCC1.Cl[Pd](Cl)([P](C1C=CC=CC=1)(C1C=CC=CC=1)C1C=CC=CC=1)[P](C1C=CC=CC=1)(C1C=CC=CC=1)C1C=CC=CC=1>[Si:26]([O:25][CH2:24][C@H:5]1[CH2:4][C:3]2[C:8](=[CH:9][CH:10]=[CH:11][C:2]=2[CH:33]=[CH2:34])[C@H:7]([CH3:12])[N:6]1[C:13](=[O:23])[CH2:14][C:15]1[C:20]([F:21])=[CH:19][CH:18]=[CH:17][C:16]=1[Cl:22])([C:29]([CH3:30])([CH3:32])[CH3:31])([CH3:28])[CH3:27] |f:2.3.4,^1:60,79|. Procedure: Dissolve 1-((1S,3R)-5-bromo-3-(((tert-butyldimethylsilyl)oxy)methyl)-1-methyl-3,4-dihydroisoquinolin-2(1H)-yl)-2-(2-chloro-6-fluorophenyl)ethan-1-one (1.8 g, 3.33 mmol) and vinylboronic acid dibutyl ester (1.5 mL, 6.65 mmol) in 1,4-dioxane (22 mL). Add aqueous Na2CO3 solution (11 mL, 2M in water). Degas with nitrogen 10 min Add bis(triphenylphosphine)palladium(II) chloride (467 mg, 0.67 mmol). Heat to 80° C. Stir 2 hours. Add water and extract with ethyl acetate three times. Combine the ethyl ac... The reactants are CCOC(=O)CCC=O, Cl, C1COCCO1, c1ccc2c(c1)cc1ccc3cccc4ccc2c1c34. The product is O=CCCC(=O)O, c1ccc2c(c1)cc1ccc3cccc4ccc2c1c34. RXN SMILES: [CH2:1]([CH3:2])[O:3][C:4]([CH2:5][CH2:6][CH:7]=[O:8])=[O:9].[ClH:36].[O:30]1[CH2:31][CH2:32][O:33][CH2:34][CH2:35]1.[cH:10]1[cH:11][cH:12][c:13]2[cH:14][cH:15][c:16]3[cH:17][c:18]4[c:19]([c:20]5[cH:21][cH:22][c:23]1[c:24]2[c:25]35)[cH:26][cH:27][cH:28][cH:29]4>>[O:3]=[C:4]([CH2:5][CH2:6][CH:7]=[O:8])[OH:9].[cH:10]1[cH:11][cH:12][c:13]2[cH:14][cH:15][c:16]3[cH:17][c:18]4[c:19]([c:20]5[cH:21][cH:22][c:23]1[c:24]2[c:25]35)[cH:26][cH:27][cH:28][cH:29]4.